Dataset: the Open Reaction Database (ORD), a public repository of structured organic reaction records. Task: describe an organic reaction: reactants, conditions, products, and yield Reactants: solid, Cl.Cl.Cl.O1CCC=2C1=C(N=CC2)N2CCN(CC2)CC[C@@H]2CC[C@H](CC2)N (trans-4-{2-[4-(2,3-dihydro-furo[2,3-c]pyridin-7-yl)-piperazin-1-yl]-ethyl}-cyclohexylamine trihydrochloride), Cl.Cl.Cl.O1CCC=2C1=C(N=CC2)N2CCN(CC2)CC[C@@H]2CC[C@H](CC2)N (trans-4-{2-[4-(2,3-dihydro-furo[2,3-c]pyridin-7-yl)-piperazin-1-yl]-ethyl}-cyclohexylamine trihydrochloride), ClC1=C(C(=O)O)C=CC(=C1)Cl (2,4-dichloro-benzoic acid). Yields the product ClC1=C(C(=O)N[C@@H]2CC[C@H](CC2)CCN2CCN(CC2)C=2N=CC=C3C2OCC3)C=CC(=C1)Cl (trans-2,4-Dichloro-N-(4-{2-[4-(2,3-dihydro-furo[2,3-c]pyridin-7-yl)-piperazin-1-yl]-ethyl}-cyclohexyl)-benzamide). Reaction SMILES: Cl.Cl.Cl.[O:4]1[C:8]2=[C:9]([N:13]3[CH2:18][CH2:17][N:16]([CH2:19][CH2:20][C@H:21]4[CH2:26][CH2:25][C@H:24]([NH2:27])[CH2:23][CH2:22]4)[CH2:15][CH2:14]3)[N:10]=[CH:11][CH:12]=[C:7]2[CH2:6][CH2:5]1.[Cl:28][C:29]1[CH:37]=[C:36]([Cl:38])[CH:35]=[CH:34][C:30]=1[C:31](O)=[O:32]>>[Cl:28][C:29]1[CH:37]=[C:36]([Cl:38])[CH:35]=[CH:34][C:30]=1[C:31]([NH:27][C@H:24]1[CH2:25][CH2:26][C@H:21]([CH2:20][CH2:19][N:16]2[CH2:17][CH2:18][N:13]([C:9]3[N:10]=[CH:11][CH:12]=[C:7]4[CH2:6][CH2:5][O:4][C:8]=34)[CH2:14][CH2:15]2)[CH2:22][CH2:23]1)=[O:32] |f:0.1.2.3|. Reported procedure: The title compound, white solid (119 mg, 95%), MS (ISP) m/z=503.2 [(M+H)+], mp 243.5° C., was prepared in accordance with the general method of example 6 from trans-4-{2-[4-(2,3-dihydro-furo[2,3-c]pyridin-7-yl)-piperazin-1-yl]-ethyl}-cyclohexylamine trihydrochloride (intermediate B) (110 mg, 0.25 mmol) and 2,4-dichloro-benzoic acid.